Dataset: the Open Reaction Database (ORD), a public repository of structured organic reaction records. Task: describe an organic reaction: reactants, conditions, products, and yield The reactants are Cc1cnc(Cl)nc1Cl, NCC1CCN(S(=O)(=O)CCc2ccccc2)CC1. Yields the product Cc1cnc(Cl)nc1NCC1CCN(S(=O)(=O)CCc2ccccc2)CC1. Reaction SMILES: [Cl:20][c:21]1[n:22][cH:23][c:24]([CH3:28])[c:25]([Cl:27])[n:26]1.[c:1]1([CH2:7][CH2:8][S:9](=[O:10])(=[O:11])[N:12]2[CH2:13][CH2:14][CH:15]([CH2:18][NH2:19])[CH2:16][CH2:17]2)[cH:2][cH:3][cH:4][cH:5][cH:6]1>>[c:1]1([CH2:7][CH2:8][S:9](=[O:10])(=[O:11])[N:12]2[CH2:13][CH2:14][CH:15]([CH2:18][NH:19][c:25]3[c:24]([CH3:28])[cH:23][n:22][c:21]([Cl:20])[n:26]3)[CH2:16][CH2:17]2)[cH:2][cH:3][cH:4][cH:5][cH:6]1. Reactants: CCOC(=O)c1cnn(C)c1C(=O)Nc1ccn2nc(Br)nc2c1, CO, [Li+], [OH-], O, O. Product: Cn1ncc(C(=O)O)c1C(=O)Nc1ccn2nc(Br)nc2c1. As a reaction SMILES: [Br:1][c:2]1[n:3][n:4]2[c:5]([cH:6][c:7]([NH:10][C:11](=[O:12])[c:13]3[c:14]([C:19](=[O:20])[O:21][CH2:22][CH3:23])[cH:15][n:16][n:17]3[CH3:18])[cH:8][cH:9]2)[n:24]1.[CH3:28][OH:29].[Li+:27].[OH-:26].[OH2:25].[OH2:30]>>[Br:1][c:2]1[n:3][n:4]2[c:5]([cH:6][c:7]([NH:10][C:11](=[O:12])[c:13]3[c:14]([C:19](=[O:20])[OH:21])[cH:15][n:16][n:17]3[CH3:18])[cH:8][cH:9]2)[n:24]1. Starting materials: Cl (HCl), FC1=CC=C(C=C1)NC(C1CCNCC1)C1=CC=C(C=C1)F (N,α-bis(4-fluorophenyl)-4-piperidinemethanamine), C(C=CC1=CC=CC=C1)Cl (cinnamyl chloride), C([O-])([O-])=O.[Na+].[Na+] (sodium carbonate). The solvent is C(C)#N (acetonitrile). Run at time 8 hour. The product is O.Cl.Cl.FC1=CC=C(C=C1)NC(C1CCN(CC1)CC=CC1=CC=CC=C1)C1=CC=C(C=C1)F.FC1=CC=C(C=C1)NC(C1CCN(CC1)CC=CC1=CC=CC=C1)C1=CC=C(C=C1)F.Cl.Cl (N,α-bis(4-fluorophenyl)-1-(3-phenyl-2-propenyl)-4-piperidinemethanamine dihydrochloride hemihydrate). As a reaction SMILES: [F:1][C:2]1[CH:7]=[CH:6][C:5]([NH:8][CH:9]([C:16]2[CH:21]=[CH:20][C:19]([F:22])=[CH:18][CH:17]=2)[CH:10]2[CH2:15][CH2:14][NH:13][CH2:12][CH2:11]2)=[CH:4][CH:3]=1.[CH2:23]([Cl:32])[CH:24]=[CH:25][C:26]1[CH:31]=[CH:30][CH:29]=[CH:28][CH:27]=1.C(=O)([O-])[O-:34].[Na+].[Na+].[ClH:39]>C(#N)C>[OH2:34].[ClH:32].[ClH:39].[F:1][C:2]1[CH:3]=[CH:4][C:5]([NH:8][CH:9]([C:16]2[CH:17]=[CH:18][C:19]([F:22])=[CH:20][CH:21]=2)[CH:10]2[CH2:15][CH2:14][N:13]([CH2:23][CH:24]=[CH:25][C:26]3[CH:31]=[CH:30][CH:29]=[CH:28][CH:27]=3)[CH2:12][CH2:11]2)=[CH:6][CH:7]=1.[F:1][C:2]1[CH:3]=[CH:4][C:5]([NH:8][CH:9]([C:16]2[CH:17]=[CH:18][C:19]([F:22])=[CH:20][CH:21]=2)[CH:10]2[CH2:15][CH2:14][N:13]([CH2:23][CH:24]=[CH:25][C:26]3[CH:31]=[CH:30][CH:29]=[CH:28][CH:27]=3)[CH2:12][CH2:11]2)=[CH:6][CH:7]=1.[ClH:32].[ClH:32] |f:2.3.4,7.8.9.10.11.12.13|. Reported procedure: A mixture of 3.41 g (11.3 mmol) of the N,α-bis(4-fluorophenyl)-4-piperidinemethanamine, 1.85 g (12.1 mmol) of cinnamyl chloride, and 2.00 g (19.0 mmol) of sodium carbonate in 300 mL of acetonitrile was stirred at room temperature overnight. The solvent was removed in vacuo, and the residue was partitioned between CH2Cl2 and dilute NaOH. An insoluble residue was removed by filtration. The CH2Cl2 solution was subjected to flash chromatography (silica gel, eluted with 3% CH3OH in CH2Cl2) to give an... Starting materials: solution, C(CCC)[Li] (n-butyl-lithium), C(#N)C1CCC(CC1)C1=CC=C(C=C1)C1=CC=C(C=C1)CCCCC (4-(4-cyanocyclohexyl)-4'-pentylbiphenyl), BrC1=CC=C(C=C1)C1=CC=C(C=C1)CCCCC (4-bromo-4'-pentyl-biphenyl), C(C)(C)NC(C)C (diisopropylamine), BrCCC (1-bromopropane). Run in CCCCCC (hexane), C1CCOC1 (THF). Conditions: time 20 minute. The product is C(#N)C1(CCC(CC1)C1=CC=C(C=C1)C1=CC=C(C=C1)CCCCC)CCC (4-(4-cyano-4-propylcyclohexyl)-4'-pentylbiphenyl). As a reaction SMILES: [CH2:1]([Li])[CH2:2][CH2:3]C.[C:6]([CH:8]1[CH2:13][CH2:12][CH:11]([C:14]2[CH:19]=[CH:18][C:17]([C:20]3[CH:25]=[CH:24][C:23]([CH2:26][CH2:27][CH2:28][CH2:29][CH3:30])=[CH:22][CH:21]=3)=[CH:16][CH:15]=2)[CH2:10][CH2:9]1)#[N:7].BrC1C=CC(C2C=CC(CCCCC)=CC=2)=CC=1.C(NC(C)C)(C)C.BrCCC>CCCCCC.C1COCC1>[C:6]([C:8]1([CH2:1][CH2:2][CH3:3])[CH2:9][CH2:10][CH:11]([C:14]2[CH:19]=[CH:18][C:17]([C:20]3[CH:21]=[CH:22][C:23]([CH2:26][CH2:27][CH2:28][CH2:29][CH3:30])=[CH:24][CH:25]=3)=[CH:16][CH:15]=2)[CH2:12][CH2:13]1)#[N:7]. Procedure: 62.5 ml (0.1 mole) of a 1.6M solution of n-butyl-lithium in hexane and 33.1 g (0.1 mole) of 4-(4-cyanocyclohexyl)-4'-pentylbiphenyl (obtainable by Grignard reaction of 4-bromo-4'-pentyl-biphenyl with 4-(4,5-dihydro-4,4-dimethyl-2-oxazolyl)-cyclohexanone (J. Org. Chem. 39 (18), 2787-93 (1974)), detachment of water and simultaneous removal of the oxazolyl protective group by boiling with ethanolic H2SO4, hydrogenation of the double bond and subsequent conversion of the ester into the nitrile) in 4...